From a dataset of the Open Reaction Database (ORD), a public repository of structured organic reaction records. describe an organic reaction: reactants, conditions, products, and yield The reactants are C=Cc1ccc(NC(=O)C(F)(F)F)c(C(=O)c2ccccc2)c1, O=C([O-])[O-], CO, [K+], [K+], O. Product: C=Cc1ccc(N)c(C(=O)c2ccccc2)c1. RXN SMILES: [C:1]([c:2]1[cH:3][cH:4][cH:5][cH:6][cH:7]1)(=[O:8])[c:9]1[c:10]([NH:17][C:18](=[O:19])[C:20]([F:21])([F:22])[F:23])[cH:11][cH:12][c:13]([CH:15]=[CH2:16])[cH:14]1.[C:24](=[O:25])([O-:26])[O-:27].[CH3:30][OH:31].[K+:28].[K+:29].[OH2:32]>>[C:1]([c:2]1[cH:3][cH:4][cH:5][cH:6][cH:7]1)(=[O:8])[c:9]1[c:10]([NH2:17])[cH:11][cH:12][c:13]([CH:15]=[CH2:16])[cH:14]1. Starting materials: O=C([O-])[O-], CC#N, Fc1ccc(CBr)cc1, CCOC(=O)CC(=O)c1ccc(F)cc1, [K+], [K+]. The product is CCOC(=O)C(Cc1ccc(F)cc1)C(=O)c1ccc(F)cc1. RXN SMILES: [C:25](=[O:26])([O-:27])[O-:28].[CH3:31][C:32]#[N:33].[F:16][c:17]1[cH:18][cH:19][c:20]([CH2:21][Br:22])[cH:23][cH:24]1.[F:1][c:2]1[cH:3][cH:4][c:5]([C:8]([CH2:9][C:10](=[O:11])[O:12][CH2:13][CH3:14])=[O:15])[cH:6][cH:7]1.[K+:29].[K+:30]>>[F:1][c:2]1[cH:3][cH:4][c:5]([C:8]([CH:9]([C:10](=[O:11])[O:12][CH2:13][CH3:14])[CH2:21][c:20]2[cH:19][cH:18][c:17]([F:16])[cH:24][cH:23]2)=[O:15])[cH:6][cH:7]1. As a reaction SMILES: [CH3:17][N:18]([C:19]#[N:20])[CH3:21].[CH3:22][C:23](=[O:24])[CH3:25].[CH3:26][c:27]1[cH:28][c:29]([OH:30])[cH:31][cH:32][cH:33]1.[ClH:1].[NH2:2][c:3]1[c:4](-[c:11]2[cH:12][cH:13][cH:14][cH:15][cH:16]2)[cH:5][c:6]([O:9][CH3:10])[cH:7][cH:8]1>>[ClH:1].[NH:2]([c:3]1[c:4](-[c:11]2[cH:12][cH:13][cH:14][cH:15][cH:16]2)[cH:5][c:6]([O:9][CH3:10])[cH:7][cH:8]1)[C:19]([N:18]([CH3:17])[CH3:21])=[NH:20]. The product is Cl, COc1ccc(NC(=N)N(C)C)c(-c2ccccc2)c1. Starting materials: CN(C)C#N, CC(C)=O, Cc1cccc(O)c1, Cl, COc1ccc(N)c(-c2ccccc2)c1. Reactants: C(C)(C)(C)O[C@H](C(=O)OC)C1=C2N3CCC(OCCCC[C@@H](OC=4C=C(C(=CC4C4=CC=CC(C5=CN2C(C=C1C)=N5)=C4)F)F)C)(CC3)C (methyl(2S)-2-(tert-butoxy)-2-[(22S)-17,18-difluoro-4,22,28-trimethyl-21,27-dioxa-1,7,34-triazahexacyclo[26.2.2.16,9.110,14.02,7.015,20]tetratriaconta-2,4,6(34),8,10(33),11,13,15(20),16,18-decaen-3-yl]acetate), F[B-](F)(F)F.ClC1=[N+](C(=CC=C1)Cl)F (2,6-dichloro-1-fluoropyridin-1-ium, tetrafluoroborate salt), O (water), O[Li].O (LiOH.H2O). Run in CC#N (MeCN). Reaction conditions: temperature 60 celsius, time 3 hour. Yields the product C(C)(C)(C)O[C@H](C(=O)O)C1=C2N3CCC(OCCCC[C@@H](OC=4C=C(C(=CC4C4=CC=CC(C5=C(N2C(C=C1C)=N5)F)=C4)F)F)C)(CC3)C ((2S)-2-(tert-Butoxy)-2-[(22S)-8,17,18-trifluoro-4,22,28-trimethyl-21,27-dioxa-1,7,34-triazahexacyclo[26.2.2.16,9.110,14.02,7.015,20]tetratriaconta-2,4,6(34),8,10(33),11,13,15(20),16,18-decaen-3-yl]acetic acid). Yield: 5.2%. As a reaction SMILES: [C:1]([O:5][C@@H:6]([C:11]1[C:40]([CH3:41])=[CH:39][C:38]2=[N:42][C:35]3=[CH:36][N:37]2[C:12]=1[N:13]1[CH2:48][CH2:47][C:16]([CH3:49])([O:17][CH2:18][CH2:19][CH2:20][CH2:21][C@H:22]([CH3:46])[O:23][C:24]2[CH:25]=[C:26]([F:45])[C:27]([F:44])=[CH:28][C:29]=2[C:30]2[CH:43]=[C:34]3[CH:33]=[CH:32][CH:31]=2)[CH2:15][CH2:14]1)[C:7]([O:9]C)=[O:8])([CH3:4])([CH3:3])[CH3:2].[F:50][B-](F)(F)F.ClC1C=CC=C(Cl)[N+]=1F.O.O[Li].O>CC#N>[C:1]([O:5][C@@H:6]([C:11]1[C:40]([CH3:41])=[CH:39][C:38]2=[N:42][C:35]3=[C:36]([F:50])[N:37]2[C:12]=1[N:13]1[CH2:48][CH2:47][C:16]([CH3:49])([O:17][CH2:18][CH2:19][CH2:20][CH2:21][C@H:22]([CH3:46])[O:23][C:24]2[CH:25]=[C:26]([F:45])[C:27]([F:44])=[CH:28][C:29]=2[C:30]2[CH:43]=[C:34]3[CH:33]=[CH:32][CH:31]=2)[CH2:15][CH2:14]1)[C:7]([OH:9])=[O:8])([CH3:4])([CH3:2])[CH3:3] |f:1.2,4.5|. Procedure details: To a solution of methyl(2S)-2-(tert-butoxy)-2-[(22S)-17,18-difluoro-4,22,28-trimethyl-21,27-dioxa-1,7,34-triazahexacyclo[26.2.2.16,9.110,14.02,7.015,20]tetratriaconta-2,4,6(34),8,10(33),11,13,15(20),16,18-decaen-3-yl]acetate (22 mg, 0.033 mmol, 1 equiv) in MeCN (0.33 mL) was added 2,6-dichloro-1-fluoropyridin-1-ium, tetrafluoroborate salt (8 mg, 0.031 mmol, 1 equiv). The reaction turned dark orange. After 3 h, the reaction was concentrated in vacuo. The crude fluoride product was taken up in 9:1...